This data is from the Open Reaction Database (ORD), a public repository of structured organic reaction records. The task is: describe an organic reaction: reactants, conditions, products, and yield Reactants: N1(C=NC=C1)C[C@H](C1=CC=CC=C1)OC1=C(C=2CCCC(C2C=C1)=O)CS(=O)(=O)C1=C(C(=O)O)C=CC=C1 (2-{[(2-{[(1S)-2-(1H-imidazol-1-yl)-1-phenylethyl]oxy}-5-oxo-5,6,7,8-tetrahydro-1-naphthalenyl)methyl]sulfonyl}benzoic acid), C1(CC1)N (cyclopropylamine). The product is C1(CC1)NC(C1=C(C=CC=C1)S(=O)(=O)CC1=C(C=CC=2C(CCCC12)=O)O[C@H](CN1C=NC=C1)C1=CC=CC=C1)=O (N-Cyclopropyl-2-{[(2-{[(1S)-2-(1H-imidazol-1-yl)-1-phenylethyl]oxy}-5-oxo-5,6,7,8-tetrahydro-1-naphthalenyl)methyl]sulfonyl}benzamide). The yield is 73.7%. RXN SMILES: [N:1]1([CH2:6][C@@H:7]([O:14][C:15]2[CH:24]=[CH:23][C:22]3[C:21](=[O:25])[CH2:20][CH2:19][CH2:18][C:17]=3[C:16]=2[CH2:26][S:27]([C:30]2[CH:38]=[CH:37][CH:36]=[CH:35][C:31]=2[C:32](O)=[O:33])(=[O:29])=[O:28])[C:8]2[CH:13]=[CH:12][CH:11]=[CH:10][CH:9]=2)[CH:5]=[CH:4][N:3]=[CH:2]1.[CH:39]1([NH2:42])[CH2:41][CH2:40]1>>[CH:39]1([NH:42][C:32](=[O:33])[C:31]2[CH:35]=[CH:36][CH:37]=[CH:38][C:30]=2[S:27]([CH2:26][C:16]2[C:17]3[CH2:18][CH2:19][CH2:20][C:21](=[O:25])[C:22]=3[CH:23]=[CH:24][C:15]=2[O:14][C@@H:7]([C:8]2[CH:13]=[CH:12][CH:11]=[CH:10][CH:9]=2)[CH2:6][N:1]2[CH:5]=[CH:4][N:3]=[CH:2]2)(=[O:29])=[O:28])[CH2:41][CH2:40]1. Procedure details: Using the method in Example 172, 2-{[(2-{[(1S)-2-(1H-imidazol-1-yl)-1-phenylethyl]oxy}-5-oxo-5,6,7,8-tetrahydro-1-naphthalenyl)methyl]sulfonyl}benzoic acid (53 mg, 0.10 mmol, 0.20M in DMF) and cyclopropylamine (17 mg, 0.30 mmol, 0.6M in DMF) were combined to give 42 mg of the desired compound: Low resolution mass spectrum (LC-MS, APCI) m/z 570 [M+H]+.